Dataset: the Open Reaction Database (ORD), a public repository of structured organic reaction records. Task: describe an organic reaction: reactants, conditions, products, and yield Starting materials: F[C@H]1C[C@@H](O[C@@H]1C(O)S(=O)(=O)C)N1C(=O)NC(=O)C(C)=C1 (3'-deoxy-3'-fluoro-5'-mesylthymidine), C(C)(=O)[O-].[K+] (potassium acetate). Solvent: CN(C=O)C (N,N-dimethylformamide). Product: F[C@H]1C[C@@H](O[C@@H]1CO)N1C(=O)NC(=O)C(C)=C1 (3'-deoxy-3'-fluorothymidine). Isolated yield 73.8%. Reaction SMILES: [F:1][C@@H:2]1[C@@H:6]([CH:7](S(C)(=O)=O)[OH:8])[O:5][C@@H:4]([N:13]2[CH:21]=[C:19]([CH3:20])[C:17](=[O:18])[NH:16][C:14]2=[O:15])[CH2:3]1.C([O-])(=O)C.[K+]>CN(C)C=O>[F:1][C@@H:2]1[C@@H:6]([CH2:7][OH:8])[O:5][C@@H:4]([N:13]2[CH:21]=[C:19]([CH3:20])[C:17](=[O:18])[NH:16][C:14]2=[O:15])[CH2:3]1 |f:1.2|. Reported procedure: To a solution of 3.22 g (10 millimoles) 3'-deoxy-3'-fluoro-5'-mesylthymidine in 10 ml N,N-dimethylformamide, was added 1.96 g (20 millimoles) potassium acetate, and the mixture was heated at 110°±5° C. for 60 minutes with stirring. The solvent was distilled off from the reaction mixture under reduced pressure, 30 ml water was added to the residue, and the mixture was extracted twice with 50 ml ethyl acetate. The extract was washed twice with 30 ml water and dried over anhydrous sodium sulfate, t... Reactants: C1(=CC=CC=C1)S(=O)(=O)NC(C(=O)NCCCCC1=CC=CC=C1)CC1=C2C=CN(C2=C(C=C1)OC)S(=O)(=O)C1=CC=CC=C1 (2-benzenesulfonylamino-3-(1-benzenesulfonyl-7-methoxy-1H-indol-4-yl)-N-(4-phenyl-butyl)-propionamide), [OH-].[K+] (KOH), [NH4+].[Cl-] (NH4Cl). Solvent: CO (MeOH). Yields the product C1(=CC=CC=C1)S(=O)(=O)NC(C(=O)NCCCCC1=CC=CC=C1)CC1=C2C=CNC2=C(C=C1)OC (2-benzenesulfonylamino-3-(7-methoxy-1H-indol-4-yl)-N-(4-phenyl-butyl)-propionamide). Reaction SMILES: [C:1]1([S:7]([NH:10][CH:11]([CH2:25][C:26]2[CH:34]=[CH:33][C:32]([O:35][CH3:36])=[C:31]3[C:27]=2[CH:28]=[CH:29][N:30]3S(C2C=CC=CC=2)(=O)=O)[C:12]([NH:14][CH2:15][CH2:16][CH2:17][CH2:18][C:19]2[CH:24]=[CH:23][CH:22]=[CH:21][CH:20]=2)=[O:13])(=[O:9])=[O:8])[CH:6]=[CH:5][CH:4]=[CH:3][CH:2]=1.[OH-].[K+].[NH4+].[Cl-]>CO>[C:1]1([S:7]([NH:10][CH:11]([CH2:25][C:26]2[CH:34]=[CH:33][C:32]([O:35][CH3:36])=[C:31]3[C:27]=2[CH:28]=[CH:29][NH:30]3)[C:12]([NH:14][CH2:15][CH2:16][CH2:17][CH2:18][C:19]2[CH:24]=[CH:23][CH:22]=[CH:21][CH:20]=2)=[O:13])(=[O:9])=[O:8])[CH:6]=[CH:5][CH:4]=[CH:3][CH:2]=1 |f:1.2,3.4|. Reported procedure: A mixture of 2-benzenesulfonylamino-3-(1-benzenesulfonyl-7-methoxy-1H-indol-4-yl)-N-(4-phenyl-butyl)-propionamide (1.0 g, 1.6 mmol) and 2.5 M KOH (2.0 mL, 5.0 mmol) is refluxed in MeOH (9 mL) for 22 h. The resulting solution is poured into a saturated NH4Cl solution and extracted twice with EtOAc. The organics are dried (MgSO4) and concentrated to provide 2-benzenesulfonylamino-3-(7-methoxy-1H-indol-4-yl)-N-(4-phenyl-butyl)-propionamide as an oil which is used as is without further purification. Reactants: N[C@H](CCO)CCC ((S)-3-Aminohexan-1-ol), NC1=NC(=C(C(=N1)Cl)CC=1C=C(C=CC1F)CC#N)C (2-(3-((2-Amino-4-chloro-6-methylpyrimidin-5-yl)methyl)-4-fluorophenyl)acetonitrile). Run in C(CCC)O (butan-1-ol). Reaction conditions: time 2 hour. The product is NC1=NC(=C(C(=N1)N[C@H](CCO)CCC)CC=1C=C(C=CC1F)CC#N)C ((S)-2-(3-((2-Amino-4-(1-hydroxyhexan-3-ylamino)-6-methylpyrimidin-5-yl)methyl)-4-fluorophenyl)acetonitrile). As a reaction SMILES: [NH2:1][C@@H:2]([CH2:6][CH2:7][CH3:8])[CH2:3][CH2:4][OH:5].[NH2:9][C:10]1[N:15]=[C:14](Cl)[C:13]([CH2:17][C:18]2[CH:19]=[C:20]([CH2:25][C:26]#[N:27])[CH:21]=[CH:22][C:23]=2[F:24])=[C:12]([CH3:28])[N:11]=1>C(O)CCC>[NH2:9][C:10]1[N:15]=[C:14]([NH:1][C@@H:2]([CH2:6][CH2:7][CH3:8])[CH2:3][CH2:4][OH:5])[C:13]([CH2:17][C:18]2[CH:19]=[C:20]([CH2:25][C:26]#[N:27])[CH:21]=[CH:22][C:23]=2[F:24])=[C:12]([CH3:28])[N:11]=1. Procedure details: (S)-3-Aminohexan-1-ol (101 mg) was added to a stirred solution of the product from step (iv) (100 mg) in butan-1-ol (2 mL). The reaction was performed in a microwave, at 18° C. for 2 h. The solvent was removed and the crude product was purified using chromatography, to give the subtitle compound, 70 mg. Starting materials: CC(=O)OC(C)CCCCBr, CS(C)=O, [H-], [Na+], Cc1nc2c(c(=O)[nH]c(=O)n2Cc2ccco2)n1COC(=O)C(C)(C)C. Product: CC(=O)OC(C)CCCCn1c(=O)c2c(nc(C)n2COC(=O)C(C)(C)C)n(Cc2ccco2)c1=O. Reaction SMILES: [C:29]([CH3:30])(=[O:31])[O:32][CH:33]([CH2:34][CH2:35][CH2:36][CH2:37][Br:38])[CH3:39].[CH3:40][S:41](=[O:42])[CH3:43].[H-:27].[Na+:28].[o:1]1[c:2]([CH2:6][n:7]2[c:8](=[O:26])[nH:9][c:10](=[O:25])[c:11]3[n:12]([CH2:17][O:18][C:19]([C:20]([CH3:21])([CH3:22])[CH3:23])=[O:24])[c:13]([CH3:16])[n:14][c:15]23)[cH:3][cH:4][cH:5]1>>[o:1]1[c:2]([CH2:6][n:7]2[c:8](=[O:26])[n:9]([CH2:37][CH2:36][CH2:35][CH2:34][CH:33]([O:32][C:29]([CH3:30])=[O:31])[CH3:39])[c:10](=[O:25])[c:11]3[n:12]([CH2:17][O:18][C:19]([C:20]([CH3:21])([CH3:22])[CH3:23])=[O:24])[c:13]([CH3:16])[n:14][c:15]23)[cH:3][cH:4][cH:5]1. RXN SMILES: [Cl:1][C:2]1[CH:15]=[CH:14][C:5]([O:6][C:7]2[CH:13]=[CH:12][CH:11]=[CH:10][C:8]=2[NH2:9])=[CH:4][CH:3]=1.C(N1CC[CH:22]([C:25]([N:27]([C:30]2[CH:35]=[CH:34][CH:33]=[C:32]([C:36](=O)[CH3:37])[CH:31]=2)[CH2:28][CH3:29])=[O:26])CC1)(=O)C.C(O[BH-](OC(=O)C)OC(=O)C)(=O)C.[Na+].C(=O)(O)[O-].[Na+]>ClCCl.[Cl-].C(O[Ti+](OC(C)C)OC(C)C)(C)C.O.CO>[Cl:1][C:2]1[CH:15]=[CH:14][C:5]([O:6][C:7]2[CH:13]=[CH:12][CH:11]=[CH:10][C:8]=2[NH:9][CH:36]([C:32]2[CH:31]=[C:30]([N:27]3[CH2:28][CH2:29][CH2:22][C:25]3=[O:26])[CH:35]=[CH:34][CH:33]=2)[CH3:37])=[CH:4][CH:3]=1 |f:2.3,4.5,7.8|. Reactants: C(C)(=O)O[BH-](OC(C)=O)OC(C)=O.[Na+] (Sodium triacetoxyborohydride), C([O-])(O)=O.[Na+] (sodium bicarbonate), ClC1=CC=C(OC2=C(N)C=CC=C2)C=C1 (2-(4-Chlorophenoxy)aniline), C(C)(=O)N1CCC(CC1)C(=O)N(CC)C1=CC(=CC=C1)C(C)=O (1-acetyl-N-(3-acetylphenyl)-N-ethylpiperidine-4-carboxamide). Reaction conditions: time 16 hour. Yields the product ClC1=CC=C(OC2=C(C=CC=C2)NC(C)C=2C=C(C=CC2)N2C(CCC2)=O)C=C1 (1- (3-(1-(2-(4-Chlorophenoxy)phenylamino)ethyl)phenyl)pyrrolidin-2-one). Run in O (H2O), CO (MeOH), ClCCl (dichloromethane). Procedure: 2-(4-Chlorophenoxy)aniline (245 mg, 1.118 mmol, 1 eq) and 1-acetyl-N-(3-acetylphenyl)-N-ethylpiperidine-4-carboxamide (250 mg, 1.230 mmol, 1.1 eq) were stirred in dry dichloromethane (DCM) (2 mL) at room temperature for 10 min. Tri-isopropoxytitanium chloride (534 μL, 2.236 mmol, 2 eq) was added to the reaction mixture which was stirred at room temperature for 16 hours. Sodium triacetoxyborohydride (947 mg, 4.472 mmol, 4 eq) was then added to the reaction mixture and was stirred at room temperat... The reagents and catalysts are [Cl-].C(C)(C)O[Ti+](OC(C)C)OC(C)C (Tri-isopropoxytitanium chloride). Reactants: CC12C(C(CC2C1)CC1OCCO1)(C)C (2-(1,2,2-trimethylbicyclo[3.1.0]hex-3-ylmethyl)-[1,3]-dioxolane), CC(=O)C (acetone), Cl (hydrochloric acid). The solvent is O (water). Yields the product CC12C(C(CC2C1)CC=O)(C)C ((1,2,2-trimethylbicyclo[3,1,0]hex-3-yl)ethanal). The yield is 78.7%. RXN SMILES: [CH3:1][C:2]12[CH2:7][CH:6]1[CH2:5][CH:4]([CH2:8][CH:9]1OCC[O:10]1)[C:3]2([CH3:15])[CH3:14].CC(C)=O.Cl>O>[CH3:1][C:2]12[CH2:7][CH:6]1[CH2:5][CH:4]([CH2:8][CH:9]=[O:10])[C:3]2([CH3:15])[CH3:14]. Procedure details: A mixture of 11.0 g (52 mmol) of 2-(1,2,2-trimethylbicyclo[3.1.0]hex-3-ylmethyl)-[1,3]-dioxolane, 80 ml of acetone, 40 ml of water, 1.5 ml of conc. hydrochloric acid and 10 g of silica gel was stirred at reflux for 4 hours. After filtration, the solution was diluted with diethyl ether, washed with water, dried (MgSO4) and evaporated in vacuo. Kugelrohr distillation of the residue gave 6.8 g (79% yield) of (1,2,2-trimethylbicyclo[3,1,0]hex-3-yl)ethanal. Yields the product O=C(c1ccccc1)N1CC2CC=Cc3cccc1c32. The reactants are [BH4-], O=C1c2cccc3c2C(CC1Br)CN3C(=O)c1ccccc1, CO, [Na+], O. As a reaction SMILES: [BH4-:23].[C:1]([c:2]1[cH:3][cH:4][cH:5][cH:6][cH:7]1)(=[O:8])[N:9]1[CH2:10][CH:11]2[c:12]3[c:13]([cH:14][cH:15][cH:16][c:17]31)[C:18](=[O:21])[CH:19]([Br:22])[CH2:20]2.[CH3:25][OH:26].[Na+:24].[OH2:27]>>[C:1]([c:2]1[cH:3][cH:4][cH:5][cH:6][cH:7]1)(=[O:8])[N:9]1[CH2:10][CH:11]2[c:12]3[c:13]([cH:14][cH:15][cH:16][c:17]31)[CH:18]=[CH:19][CH2:20]2. Starting materials: ClC1=C(C=C(C=C1)O)C (4-chloro-3-methylphenol), C(C)OC(CBr)OCC (bromoacetaldehyde diethyl acetal), [OH-].[K+] (potassium hydroxide). Solvent: CS(=O)C (dimethyl sulphoxide). Product: ClC1=C(C=C(C=C1)OCC(OCC)OCC)C (1-Chloro-4-(2,2-diethoxy-ethoxy)-2-methyl-benzene). RXN SMILES: [Cl:1][C:2]1[CH:7]=[CH:6][C:5]([OH:8])=[CH:4][C:3]=1[CH3:9].[CH2:10]([O:12][CH:13]([O:16][CH2:17][CH3:18])[CH2:14]Br)[CH3:11].[OH-].[K+]>CS(C)=O>[Cl:1][C:2]1[CH:7]=[CH:6][C:5]([O:8][CH2:14][CH:13]([O:16][CH2:17][CH3:18])[O:12][CH2:10][CH3:11])=[CH:4][C:3]=1[CH3:9] |f:2.3|. Procedure details: A mixture of 4-chloro-3-methylphenol (47 g), bromoacetaldehyde diethyl acetal (45 ml) and potassium hydroxide (33.6 g) in dimethyl sulphoxide (250 ml) was heated at 120° for 2 h. The cooled mixture was partitioned between water (750 ml) and toluene (3×500 ml) and the combined organic extracts washed with brine/water 1:1 (3×300 ml) and dried (Na2SO4). The solvent was evaporated to give the title compound as a pale yellow oil (67.9 g)